From a dataset of the Open Reaction Database (ORD), a public repository of structured organic reaction records. describe an organic reaction: reactants, conditions, products, and yield Starting materials: ClC1=C(C=C(N)C=C1)C1=NC=CC=C1 (4-chloro-3-(pyridin-2-yl)aniline), OCCS(=O)(=O)C1=CC=C(C(=O)O)C=C1 (4-(2-hydroxyethylsulfonyl)benzoic acid). The product is ClC1=C(C=C(C=C1)NC(C1=CC=C(C=C1)S(=O)(=O)CCO)=O)C1=NC=CC=C1 (N-(4-chloro-3-(pyridin-2-yl)phenyl)-4-(2-hydroxyethylsulfonyl)benzamide). Reaction SMILES: [Cl:1][C:2]1[CH:8]=[CH:7][C:5]([NH2:6])=[CH:4][C:3]=1[C:9]1[CH:14]=[CH:13][CH:12]=[CH:11][N:10]=1.[OH:15][CH2:16][CH2:17][S:18]([C:21]1[CH:29]=[CH:28][C:24]([C:25](O)=[O:26])=[CH:23][CH:22]=1)(=[O:20])=[O:19]>>[Cl:1][C:2]1[CH:8]=[CH:7][C:5]([NH:6][C:25](=[O:26])[C:24]2[CH:23]=[CH:22][C:21]([S:18]([CH2:17][CH2:16][OH:15])(=[O:20])=[O:19])=[CH:29][CH:28]=2)=[CH:4][C:3]=1[C:9]1[CH:14]=[CH:13][CH:12]=[CH:11][N:10]=1. Procedure: Procedure T to give 4-(2-hydroxyethylthio)benzoic acid. 1.0 g of 4-(2-hydroxyethylthio)benzoic acid was reacted via Procedure R to give 4-(2-hydroxyethylsulfonyl)benzoic acid. 80 mg of 4-chloro-3-(pyridin-2-yl)aniline was coupled to 4-(2-hydroxyethylsulfonyl)benzoic acid via Procedure G. The product was purified on reverse phase HPLC to yield N-(4-chloro-3-(pyridin-2-yl)phenyl)-4-(2-hydroxyethylsulfonyl)benzamide. MS (Q1) 417.0 (M)+.